Dataset: the Open Reaction Database (ORD), a public repository of structured organic reaction records. Task: describe an organic reaction: reactants, conditions, products, and yield The reactants are BrC1=CN(C=2C(=NC=C(C21)C#N)OC)COCC[Si](C)(C)C (3-bromo-7-methoxy-1-((2-(trimethylsilyl)ethoxy)methyl)-1H-pyrrolo[2,3-c]pyridine-4-carbonitrile), 2-dicyclohexyl phosphino-2′,4′,6′-triisopropylbiphenyl, CC1=C(C=CC=C1)B(O)O ((2-methylphenyl)boronic acid), C([O-])([O-])=O.[Na+].[Na+] (sodium carbonate). Reagents/catalysts: C=1C=CC(=CC1)/C=C/C(=O)/C=C/C2=CC=CC=C2.C=1C=CC(=CC1)/C=C/C(=O)/C=C/C2=CC=CC=C2.C=1C=CC(=CC1)/C=C/C(=O)/C=C/C2=CC=CC=C2.[Pd].[Pd] (tris(dibenzylideneacetone)dipalladium(0)). Solvent: C1(=CC=CC=C1)C (toluene). Run at temperature 90 celsius, time 3 hour. Yields the product COC1=NC=C(C2=C1N(C=C2C2=C(C=CC=C2)C)COCC[Si](C)(C)C)C#N (7-methoxy-3-(2-methylphenyl)-1-((2-(trimethylsilyl)ethoxy)methyl)-1H-pyrrolo[2,3-c]pyridine-4-carbonitrile). Yield: 89.7%. RXN SMILES: Br[C:2]1[C:10]2[C:9]([C:11]#[N:12])=[CH:8][N:7]=[C:6]([O:13][CH3:14])[C:5]=2[N:4]([CH2:15][O:16][CH2:17][CH2:18][Si:19]([CH3:22])([CH3:21])[CH3:20])[CH:3]=1.[CH3:23][C:24]1[CH:29]=[CH:28][CH:27]=[CH:26][C:25]=1B(O)O.C(=O)([O-])[O-].[Na+].[Na+]>C1(C)C=CC=CC=1.C1C=CC(/C=C/C(/C=C/C2C=CC=CC=2)=O)=CC=1.C1C=CC(/C=C/C(/C=C/C2C=CC=CC=2)=O)=CC=1.C1C=CC(/C=C/C(/C=C/C2C=CC=CC=2)=O)=CC=1.[Pd].[Pd]>[CH3:14][O:13][C:6]1[C:5]2[N:4]([CH2:15][O:16][CH2:17][CH2:18][Si:19]([CH3:22])([CH3:21])[CH3:20])[CH:3]=[C:2]([C:25]3[CH:26]=[CH:27][CH:28]=[CH:29][C:24]=3[CH3:23])[C:10]=2[C:9]([C:11]#[N:12])=[CH:8][N:7]=1 |f:2.3.4,6.7.8.9.10|. Reported procedure: To a solution of 3-bromo-7-methoxy-1-((2-(trimethylsilyl)ethoxy)methyl)-1H-pyrrolo[2,3-c]pyridine-4-carbonitrile (1.30 g) in toluene (17 mL) were added 2-dicyclohexyl phosphino-2′,4′,6′-triisopropylbiphenyl (0.486 g), tris(dibenzylideneacetone)dipalladium(0) (0.311 g), (2-methylphenyl)boronic acid (0.693 g) and 2M aqueous sodium carbonate solution (5.10 mL) at room temperature, and the mixture was stirred at 90° C. for 3 hr. The reaction mixture was concentrated under reduced pressure, and the o...